The task is: describe an organic reaction: reactants, conditions, products, and yield. This data is from the Open Reaction Database (ORD), a public repository of structured organic reaction records. The reactants are [N+](=O)([O-])C1=CC=C(C(=O)Cl)C=C1 (4-nitrobenzoyl chloride), NC(C(=O)OCC)=NO (ethyl 2-amino-2-hydroxyiminoacetate). The solvent is O1CCCC1 (tetrahydrofuran), O1CCCC1 (tetrahydrofuran). Conditions: time 2 hour. The product is NC(C(=O)OCC)=NOC(C1=CC=C(C=C1)[N+](=O)[O-])=O (ethyl 2-amino-2-(4-nitrobenzoyloxyimino)acetate). Yield: 80.7%. As a reaction SMILES: [N+:1]([C:4]1[CH:12]=[CH:11][C:7]([C:8](Cl)=[O:9])=[CH:6][CH:5]=1)([O-:3])=[O:2].[NH2:13][C:14](=[N:20][OH:21])[C:15]([O:17][CH2:18][CH3:19])=[O:16]>O1CCCC1>[NH2:13][C:14](=[N:20][O:21][C:8](=[O:9])[C:7]1[CH:6]=[CH:5][C:4]([N+:1]([O-:3])=[O:2])=[CH:12][CH:11]=1)[C:15]([O:17][CH2:18][CH3:19])=[O:16]. Procedure: To a solution of 4-nitrobenzoyl chloride (10 g) in tetrahydrofuran (150 ml) was added a suspension of ethyl 2-amino-2-hydroxyiminoacetate (7.1 g) in tetrahydrofuran (30 ml). After stirring for 2 hours, the precipitates were collected by filtration and washed with diethyl ether to afford ethyl 2-amino-2-(4-nitrobenzoyloxyimino)acetate (12.19 g). The reactants are CCCCc1nc(C)n(-c2ccc(O)cc2)c(=O)c1Cc1ccc(-c2ccccc2-c2noc(=O)[nH]2)cc1, CC1CC(O)CCO1, CC(C)OC(=O)N=NC(=O)OC(C)C, C1CCOC1, O, c1ccc(P(c2ccccc2)c2ccccc2)cc1. Yields the product CCCCc1nc(C)n(-c2ccc(OC3CCOC(C)C3)cc2)c(=O)c1Cc1ccc(-c2ccccc2-c2noc(=O)[nH]2)cc1. As a reaction SMILES: [CH2:1]([CH2:2][CH2:3][CH3:4])[c:5]1[c:6]([CH2:20][c:21]2[cH:22][cH:23][c:24](-[c:27]3[c:28](-[c:33]4[n:34][o:35][c:36](=[O:38])[nH:37]4)[cH:29][cH:30][cH:31][cH:32]3)[cH:25][cH:26]2)[c:7](=[O:19])[n:8](-[c:12]2[cH:13][cH:14][c:15]([OH:18])[cH:16][cH:17]2)[c:9]([CH3:11])[n:10]1.[CH3:39][CH:40]1[O:41][CH2:42][CH2:43][CH:44]([OH:46])[CH2:45]1.[O:66]=[C:67]([O:68][CH:69]([CH3:70])[CH3:71])[N:72]=[N:73][C:74]([O:75][CH:76]([CH3:77])[CH3:78])=[O:79].[O:80]1[CH2:81][CH2:82][CH2:83][CH2:84]1.[OH2:85].[c:47]1([P:48]([c:49]2[cH:50][cH:51][cH:52][cH:53][cH:54]2)[c:55]2[cH:56][cH:57][cH:58][cH:59][cH:60]2)[cH:61][cH:62][cH:63][cH:64][cH:65]1>>[CH2:1]([CH2:2][CH2:3][CH3:4])[c:5]1[c:6]([CH2:20][c:21]2[cH:22][cH:23][c:24](-[c:27]3[c:28](-[c:33]4[n:34][o:35][c:36](=[O:38])[nH:37]4)[cH:29][cH:30][cH:31][cH:32]3)[cH:25][cH:26]2)[c:7](=[O:19])[n:8](-[c:12]2[cH:13][cH:14][c:15]([O:18][CH:44]3[CH2:43][CH2:42][O:41][CH:40]([CH3:39])[CH2:45]3)[cH:16][cH:17]2)[c:9]([CH3:11])[n:10]1. Starting materials: CC(=O)c1sc2ccccc2c1Br, Cc1ccccc1, [Na+], [Na+], O=C([O-])[O-], OB(O)c1ccccc1. Product: CC(=O)c1sc2ccccc2c1-c1ccccc1. RXN SMILES: [Br:10][c:11]1[c:12]2[c:13]([s:14][c:15]1[C:16]([CH3:17])=[O:18])[cH:19][cH:20][cH:21][cH:22]2.[CH3:29][c:30]1[cH:31][cH:32][cH:33][cH:34][cH:35]1.[Na+:23].[Na+:24].[O-:25][C:26](=[O:27])[O-:28].[OH:1][B:2]([OH:3])[c:4]1[cH:5][cH:6][cH:7][cH:8][cH:9]1>>[c:4]1(-[c:11]2[c:12]3[c:13]([s:14][c:15]2[C:16]([CH3:17])=[O:18])[cH:19][cH:20][cH:21][cH:22]3)[cH:5][cH:6][cH:7][cH:8][cH:9]1. The reactants are C(C)OC(=O)C=1C(=NN(C1)C1=C(C=C(C(=C1)SCC(F)(F)F)C)F)OCC (ethyl-3-ethoxy-1-{2-fluoro-4-methyl-5-(2,2,2-trifluoroethylthio)phenyl}pyrazole-4-carboxylate), saturated aqueous solution, C(CC(O)(C(=O)O)CC(=O)O)(=O)O (citric acid), B(Br)(Br)Br (boron tribromide). The solvent is ClCCl (dichloromethane). Reaction conditions: time 12 hour. Yields the product C(C)OC(=O)C=1C(=NN(C1)C1=C(C=C(C(=C1)SCC(F)(F)F)C)F)O (ethyl-1-{2-fluoro-4-methyl-5-(2,2,2-trifluoroethylthio)phenyl}-3-hydroxypyrazole-4-carboxylate). Yield: 48.3%. As a reaction SMILES: [CH2:1]([O:3][C:4]([C:6]1[C:7]([O:25]CC)=[N:8][N:9]([C:11]2[CH:16]=[C:15]([S:17][CH2:18][C:19]([F:22])([F:21])[F:20])[C:14]([CH3:23])=[CH:13][C:12]=2[F:24])[CH:10]=1)=[O:5])[CH3:2].B(Br)(Br)Br.C(O)(=O)CC(CC(O)=O)(C(O)=O)O>ClCCl>[CH2:1]([O:3][C:4]([C:6]1[C:7]([OH:25])=[N:8][N:9]([C:11]2[CH:16]=[C:15]([S:17][CH2:18][C:19]([F:22])([F:21])[F:20])[C:14]([CH3:23])=[CH:13][C:12]=2[F:24])[CH:10]=1)=[O:5])[CH3:2]. Procedure: Then, 1.0 g of ethyl-3-ethoxy-1-{2-fluoro-4-methyl-5-(2,2,2-trifluoroethylthio)phenyl}pyrazole-4-carboxylate was dissolved in 30 mL of dichloromethane, and 3.08 g of boron tribromide was added under cooling with ice, followed by stirring at room temperature for 12 hours. Then, 10 mL of a saturated aqueous solution of citric acid was added, extraction with ethyl acetate was carried out, the organic layer was dried over anhydrous magnesium sulfate, the solvent was distilled off under reduced press... Reactants: [Na] (sodium), OC1=CC=C(C#N)C=C1 (p-hydroxybenzonitrile), C(#N)C1=C(C=CC(=C1)C#N)[N+](=O)[O-] (2,4-dicyanonitrobenzene). The solvent is CS(=O)C (dimethyl sulphoxide). Product: C(#N)C1=C(OC2=CC=C(C#N)C=C2)C=CC(=C1)C#N (4-(2,4-dicyanophenoxy) benzonitrile). RXN SMILES: [Na].[OH:2][C:3]1[CH:10]=[CH:9][C:6]([C:7]#[N:8])=[CH:5][CH:4]=1.[C:11]([C:13]1[CH:18]=[C:17]([C:19]#[N:20])[CH:16]=[CH:15][C:14]=1[N+]([O-])=O)#[N:12]>CS(C)=O>[C:11]([C:13]1[CH:18]=[C:17]([C:19]#[N:20])[CH:16]=[CH:15][C:14]=1[O:2][C:3]1[CH:10]=[CH:9][C:6]([C:7]#[N:8])=[CH:5][CH:4]=1)#[N:12] |^1:0|. Procedure: The sodium salt of p-hydroxybenzonitrile (1 ml) was heated with 2,4-dicyanonitrobenzene (1 mole) in dry dimethyl sulphoxide for 18 hours at 105° to form 4-(2,4-dicyanophenoxy) benzonitrile m.p. 222°-223°, which was recovered by dilution with water, and purified by crystallisation from acetic acid. This compound was hydrolysed with 60% w/w aqueous sulphuric acid (25 pts.) mixed with glacial acetic acid (10 parts), refluxing the mixture for 24 hours; on cooling, diphenyl ether 2,4,4'-tricarboxylic... Starting materials: O (Water), FC=1C(=NC=CN1)C1CCN(CC1)C(=O)OC(C)(C)C (tert-butyl 4-(3-fluoropyrazin-2-yl)piperidine-1-carboxylate), CC=1C=CC(=NC1)NC1=CC=C(C=C1)O (4-(5-methylpyridin-2-ylamino)phenol), CC(C)([O-])C.[Na+] (sodium tert-butoxide). Run in CS(=O)C (DMSO). Run at time 24 hour. The product is C(C)(C)(C)OC(=O)N1CCC(CC1)C1=NC=CN=C1OC1=CC=C(C=C1)NC1=NC=C(C=C1)C (TERT-BUTYL-4-(3-(4-(5-METHYLPYRIDIN-2-YLAMINO)PHENOXY)PYRAZIN-2-YL)PIPERIDINE-1-CARBOXYLATE). Reaction SMILES: F[C:2]1[C:3]([CH:8]2[CH2:13][CH2:12][N:11]([C:14]([O:16][C:17]([CH3:20])([CH3:19])[CH3:18])=[O:15])[CH2:10][CH2:9]2)=[N:4][CH:5]=[CH:6][N:7]=1.[CH3:21][C:22]1[CH:23]=[CH:24][C:25]([NH:28][C:29]2[CH:34]=[CH:33][C:32]([OH:35])=[CH:31][CH:30]=2)=[N:26][CH:27]=1.CC(C)([O-])C.[Na+].O>CS(C)=O>[C:17]([O:16][C:14]([N:11]1[CH2:12][CH2:13][CH:8]([C:3]2[C:2]([O:35][C:32]3[CH:31]=[CH:30][C:29]([NH:28][C:25]4[CH:24]=[CH:23][C:22]([CH3:21])=[CH:27][N:26]=4)=[CH:34][CH:33]=3)=[N:7][CH:6]=[CH:5][N:4]=2)[CH2:9][CH2:10]1)=[O:15])([CH3:20])([CH3:19])[CH3:18] |f:2.3|. Procedure: A mixture of tert-butyl 4-(3-fluoropyrazin-2-yl)piperidine-1-carboxylate (9.55 mL, 3.73 mmol), 4-(5-methylpyridin-2-ylamino)phenol (0.747 g, 3.73 mmol), and sodium tert-butoxide (1.07 g, 11.20 mmol) in DMSO (15 mL) was stirred at RT in 24 h. Water was added, and the reaction mixture was extracted with ether (3×), dried over MgSO4, concentrated and purified by ISCO (0-60% EtOAc/Hexanes) to give the light brown oil. MS (ESI, pos. ion) m/z: 462.2 (M+1). The reactants are C(CCC)C1=C(C=CC=C1)O (butylphenol), CNC(OCC)=O (ethyl N-methylcarbamate), P(=O)(Cl)(Cl)Cl (phosphoryl chloride). Solvent: C(CCl)Cl (ethylene dichloride). Product: CNC(OCCCC)=O (butyl N-methylcarbamate), ( III ). As a reaction SMILES: [CH2:1]([C:5]1C=CC=C[C:6]=1[OH:11])[CH2:2]CC.[CH3:12][NH:13][C:14](=O)[O:15]CC.P(Cl)(Cl)(Cl)=O>C(Cl)CCl>[CH3:12][NH:13][C:14](=[O:15])[O:11][CH2:6][CH2:5][CH2:1][CH3:2]. Procedure: To a solution of 2-sec butylphenol (1.5 g, 0.01 mole) and ethyl N-methylcarbamate (1.03 g, 0.01 mole) in ethylene dichloride (6 ml) was added phosphoryl chloride (0.77 g, 0.05 mole) and the reaction mixture was refluxed under stirring for twenty hours. It was poured onto ice-cold water. The organic layer separated and aqueous layer was extracted with dichloroethane. The combined organic layer was washed with water, dried (Na2SO4) and distilled to give liquid residue, which was further purified b... Starting materials: [I-].C(C1=CC=CC=C1)(=O)OC[Zn+] ((benzoyloxymethyl)zinc(II) iodide), BrC1=NC=C(C=C1)Cl (2-bromo-5-chloropyridine). Reagents/catalysts: C=1C=CC(=CC1)[P](C=2C=CC=CC2)(C=3C=CC=CC3)[Pd]([P](C=4C=CC=CC4)(C=5C=CC=CC5)C=6C=CC=CC6)([P](C=7C=CC=CC7)(C=8C=CC=CC8)C=9C=CC=CC9)[P](C=1C=CC=CC1)(C=1C=CC=CC1)C=1C=CC=CC1 (Pd(PPh3)4). The solvent is C1CCOC1 (THF). Reaction conditions: time 5 hour. Yields the product C(C1=CC=CC=C1)(=O)OCC1=NC=C(C=C1)Cl ((5-chloropyridin-2-yl)methyl benzoate). The yield is 63.0%. Reaction SMILES: [I-].[C:2]([O:10][CH2:11][Zn+])(=[O:9])[C:3]1[CH:8]=[CH:7][CH:6]=[CH:5][CH:4]=1.Br[C:14]1[CH:19]=[CH:18][C:17]([Cl:20])=[CH:16][N:15]=1>C1COCC1.C1C=CC([P]([Pd]([P](C2C=CC=CC=2)(C2C=CC=CC=2)C2C=CC=CC=2)([P](C2C=CC=CC=2)(C2C=CC=CC=2)C2C=CC=CC=2)[P](C2C=CC=CC=2)(C2C=CC=CC=2)C2C=CC=CC=2)(C2C=CC=CC=2)C2C=CC=CC=2)=CC=1>[C:2]([O:10][CH2:11][C:14]1[CH:19]=[CH:18][C:17]([Cl:20])=[CH:16][N:15]=1)(=[O:9])[C:3]1[CH:8]=[CH:7][CH:6]=[CH:5][CH:4]=1 |f:0.1,^1:29,31,50,69|. Procedure: Title compound was prepared according to the procedure described in: Hasnik, Z.; Silhar, P.; Hocek, M. Synlett 2008, 4, 543. A solution of (benzoyloxymethyl)zinc(II) iodide Part B (2.17 mL, 1.949 mmol) was added to a solution of 2-bromo-5-chloropyridine (125 mg, 0.650 mmol) and Pd(PPh3)4 (37.5 mg, 0.032 mmol) in THF (1.30 mL). The reaction mixture was stirred at RT for 5 h at which point it was quenched with 1M NaH2PO4 (30 mL) The solid formed was filtered and washed well with water. The filtrat...